This data is from the Open Reaction Database (ORD), a public repository of structured organic reaction records. The task is: describe an organic reaction: reactants, conditions, products, and yield Reactants: N[C@@H]1CC[C@H](CC1)NC(=O)C1=CNC2=C1N=CN=C2C2=C(C=C(C=C2)OC)OCCOC (trans-4-[4-methoxy-2-(2-methoxy-ethoxy)-phenyl]-5H-pyrrolo[3,2-d]pyrimidine-7-carboxylic acid (4-amino-cyclohexyl)-amide), ClC(=O)COC(C)=O (acetic acid chlorocarbonyl-methyl ester). Product: OCC(=O)N[C@@H]1CC[C@H](CC1)NC(=O)C1=CNC2=C1N=CN=C2C2=C(C=C(C=C2)OC)OCCOC (trans-4-[4-Methoxy-2-(2-methoxy-ethoxy)-phenyl]-5H-pyrrolo[3,2-d]pyrimidine-7-carboxylic acid [4-(2-hydroxy-acetylamino)-cyclohexyl]-amide). As a reaction SMILES: [NH2:1][C@H:2]1[CH2:7][CH2:6][C@H:5]([NH:8][C:9]([C:11]2[C:15]3[N:16]=[CH:17][N:18]=[C:19]([C:20]4[CH:25]=[CH:24][C:23]([O:26][CH3:27])=[CH:22][C:21]=4[O:28][CH2:29][CH2:30][O:31][CH3:32])[C:14]=3[NH:13][CH:12]=2)=[O:10])[CH2:4][CH2:3]1.Cl[C:34]([CH2:36][O:37]C(=O)C)=[O:35]>>[OH:37][CH2:36][C:34]([NH:1][C@H:2]1[CH2:7][CH2:6][C@H:5]([NH:8][C:9]([C:11]2[C:15]3[N:16]=[CH:17][N:18]=[C:19]([C:20]4[CH:25]=[CH:24][C:23]([O:26][CH3:27])=[CH:22][C:21]=4[O:28][CH2:29][CH2:30][O:31][CH3:32])[C:14]=3[NH:13][CH:12]=2)=[O:10])[CH2:4][CH2:3]1)=[O:35]. Procedure: Starting from trans-4-[4-methoxy-2-(2-methoxy-ethoxy)-phenyl]-5H-pyrrolo[3,2-d]pyrimidine-7-carboxylic acid (4-amino-cyclohexyl)-amide (example A182) and acetic acid chlorocarbonyl-methyl ester the title compound was obtained as colorless solid. Yield: 50.4%. As a reaction SMILES: [CH2:1]([C:5]1[N:14]([CH2:15][C:16]2[CH:21]=[CH:20][C:19]([C:22]3[CH:27]=[CH:26][CH:25]=[CH:24][C:23]=3[C:28]3[N:32](C(C4C=CC=CC=4)(C4C=CC=CC=4)C4C=CC=CC=4)[N:31]=[N:30][N:29]=3)=[CH:18][CH:17]=2)[C:13](=[O:52])[C:12]2[C:7](=[CH:8][CH:9]=[C:10]([CH:53]3[O:57][N:56]4[CH2:58][CH2:59][CH2:60][CH:55]4[CH:54]3[C:61]([O:63][CH2:64][CH3:65])=[O:62])[CH:11]=2)[N:6]=1)[CH2:2][CH2:3][CH3:4]>C(O)C.C(Cl)(Cl)Cl.C(OCC)(=O)C>[CH2:1]([C:5]1[N:14]([CH2:15][C:16]2[CH:17]=[CH:18][C:19]([C:22]3[CH:27]=[CH:26][CH:25]=[CH:24][C:23]=3[C:28]3[NH:32][N:31]=[N:30][N:29]=3)=[CH:20][CH:21]=2)[C:13](=[O:52])[C:12]2[C:7](=[CH:8][CH:9]=[C:10]([CH:53]3[O:57][N:56]4[CH2:58][CH2:59][CH2:60][CH:55]4[CH:54]3[C:61]([O:63][CH2:64][CH3:65])=[O:62])[CH:11]=2)[N:6]=1)[CH2:2][CH2:3][CH3:4]. Yields the product C(CCC)C1=NC2=CC=C(C=C2C(N1CC1=CC=C(C=C1)C1=C(C=CC=C1)C1=NN=NN1)=O)C1C(C2N(O1)CCC2)C(=O)OCC (Ethyl 2-[2-butyl-3,4-dihydro-4-oxo-3-[[2'-(1H-tetrazol-5-yl)[1,1'-biphenyl]-4-yl]methyl]-6quinazolinyl]hexahydro-pyrrolo[1,2-b]isoxazole3-carboxylate). Procedure: A solution of 0.174 g of ethyl 2-[2-butyl-3,4-dihydro-4-oxo-3-[[2'-[1-(triphenylmethyl)-1H-tetrazol-5-yl][1,1'-biphenyl]-4-yl]methyl]-6-quinazolinyl]hexahydro-pyrrolo[1,2-b]isoxazole-3-carboxylate in 2.0 ml of ethanol and 1.0 ml of chloroform containing 2.0 ml of 3M HC1 in ethyl acetate is stirred at room temperature for 1 hour. The volatiles are evaporated in vacuo to a residue which is purified by column chromatography on silica gel by elution with 9:1 chloroform-methanol to give 0.063 g of th... Run in C(C)O (ethanol), C(Cl)(Cl)Cl (chloroform), C(C)(=O)OCC (ethyl acetate). Starting materials: C(CCC)C1=NC2=CC=C(C=C2C(N1CC1=CC=C(C=C1)C1=C(C=CC=C1)C1=NN=NN1C(C1=CC=CC=C1)(C1=CC=CC=C1)C1=CC=CC=C1)=O)C1C(C2N(O1)CCC2)C(=O)OCC (ethyl 2-[2-butyl-3,4-dihydro-4-oxo-3-[[2'-[1-(triphenylmethyl)-1H-tetrazol-5-yl][1,1'-biphenyl]-4-yl]methyl]-6-quinazolinyl]hexahydro-pyrrolo[1,2-b]isoxazole-3-carboxylate). Reactants: CCO, COc1ccc(F)cc1C=CC1COCCO1. The product is COc1ccc(F)cc1CCC1COCCO1. Reaction SMILES: [CH3:18][CH2:19][OH:20].[F:1][c:2]1[cH:3][cH:4][c:5]([O:16][CH3:17])[c:6]([CH:8]=[CH:9][CH:10]2[CH2:11][O:12][CH2:13][CH2:14][O:15]2)[cH:7]1>>[F:1][c:2]1[cH:3][cH:4][c:5]([O:16][CH3:17])[c:6]([CH2:8][CH2:9][CH:10]2[CH2:11][O:12][CH2:13][CH2:14][O:15]2)[cH:7]1.